From a dataset of the Open Reaction Database (ORD), a public repository of structured organic reaction records. describe an organic reaction: reactants, conditions, products, and yield Reactants: C(=O)(O)C[C@H]1C[C@@H](NC2=CC(=CC(=C12)Cl)Cl)C(=O)OC(C)(C)C (Trans-4-carboxymethyl-2-tertiarybutyloxycarbonyl-5,7-dichloro-1,2,3,4-tetrahydroquinoline), OC1=CC=CC=2NN=NC21 (hydroxybenzotriazole), NC1=CC=CC=C1 (aniline), Cl.CN(CCCN=C=NCC)C (1-(3-dimethylaminopropyl)-3-ethyl-carbodiimide hydrochloride). The solvent is C1CCOC1 (THF), C(C)N(CC)CC (triethylamine). Reaction conditions: time 14 hour. Product: C1(=CC=CC=C1)NC(=O)C[C@H]1C[C@@H](NC2=CC(=CC(=C12)Cl)Cl)C(=O)OC(C)(C)C (Trans-4-phenylaminocarbonylmethyl-2-tertiarybutyloxycarbonyl-5,7-dichloro-1,2,3,4-tetrahydroquinoline). The yield is 46.3%. RXN SMILES: [C:1]([CH2:4][C@@H:5]1[C:14]2[C:9](=[CH:10][C:11]([Cl:16])=[CH:12][C:13]=2[Cl:15])[NH:8][C@@H:7]([C:17]([O:19][C:20]([CH3:23])([CH3:22])[CH3:21])=[O:18])[CH2:6]1)([OH:3])=O.O[C:25]1[C:33]2N=N[NH:30][C:29]=2[CH:28]=[CH:27][CH:26]=1.NC1C=CC=CC=1.Cl.CN(C)CCCN=C=NCC>C1COCC1.C(N(CC)CC)C>[C:29]1([NH:30][C:1]([CH2:4][C@@H:5]2[C:14]3[C:9](=[CH:10][C:11]([Cl:16])=[CH:12][C:13]=3[Cl:15])[NH:8][C@@H:7]([C:17]([O:19][C:20]([CH3:21])([CH3:23])[CH3:22])=[O:18])[CH2:6]2)=[O:3])[CH:33]=[CH:25][CH:26]=[CH:27][CH:28]=1 |f:3.4|. Reported procedure: Trans-4-carboxymethyl-2-tertiarybutyloxycarbonyl-5,7-dichloro-1,2,3,4-tetrahydroquinoline (0.25 g, 0.000696M) was dissolved in dry THF with dry triethylamine (0.29 ml, 3 molar equivalents), hydroxybenzotriazole (0.141 g, 1.5 molar equivalents), aniline (0.0925 ml, 1.5 molar equivalents) and 1-(3-dimethylaminopropyl)-3-ethyl-carbodiimide hydrochloride (0.2 g, 1.5 molar equivalents) and the reaction mixture was stirred at room temperature for 14 h. The solvents were removed in vacuo and the residu... Reactants: CO, O=C(C=Cc1ccc(Cl)cc1)NC(Cc1ccccn1)C(=O)NCC(=O)OCc1ccccc1, [Na+], [OH-]. Yields the product O=C(O)CNC(=O)C(Cc1ccccn1)NC(=O)C=Cc1ccc(Cl)cc1. RXN SMILES: [CH3:37][OH:38].[Cl:1][c:2]1[cH:3][cH:4][c:5]([CH:8]=[CH:9][C:10](=[O:11])[NH:12][CH:13]([C:14](=[O:15])[NH:16][CH2:17][C:18](=[O:19])[O:20][CH2:21][c:22]2[cH:23][cH:24][cH:25][cH:26][cH:27]2)[CH2:28][c:29]2[n:30][cH:31][cH:32][cH:33][cH:34]2)[cH:6][cH:7]1.[Na+:36].[OH-:35]>>[Cl:1][c:2]1[cH:3][cH:4][c:5]([CH:8]=[CH:9][C:10](=[O:11])[NH:12][CH:13]([C:14](=[O:15])[NH:16][CH2:17][C:18](=[O:19])[OH:20])[CH2:28][c:29]2[n:30][cH:31][cH:32][cH:33][cH:34]2)[cH:6][cH:7]1. Starting materials: CC(=O)N(C)c1cc(N)cc(N(C)C(C)=O)c1, CC(=O)Nc1ccccc1, O, O=S(=O)(O)Cl, c1ccncc1. Yields the product CC(=O)Nc1ccc(S(=O)(=O)Nc2cc(N(C)C(C)=O)cc(N(C)C(C)=O)c2)cc1. Reaction SMILES: [C:1]([CH3:2])(=[O:3])[N:4]([c:5]1[cH:6][c:7]([N:12]([C:13]([CH3:14])=[O:15])[CH3:16])[cH:8][c:9]([NH2:11])[cH:10]1)[CH3:17].[NH:23]([C:24](=[O:25])[CH3:26])[c:27]1[cH:28][cH:29][cH:30][cH:31][cH:32]1.[OH2:39].[S:18](=[O:19])([Cl:20])([OH:21])=[O:22].[cH:33]1[cH:34][cH:35][n:36][cH:37][cH:38]1>>[C:1]([CH3:2])(=[O:3])[N:4]([c:5]1[cH:6][c:7]([N:12]([C:13]([CH3:14])=[O:15])[CH3:16])[cH:8][c:9]([NH:11][S:18](=[O:19])(=[O:21])[c:30]2[cH:29][cH:28][c:27]([NH:23][C:24](=[O:25])[CH3:26])[cH:32][cH:31]2)[cH:10]1)[CH3:17]. Isolated yield 154.0%. Solvent: CN(C=O)C (N,N-dimethylformamide). Procedure details: A solution of 500 mg of 2-butyl-6-(2-furanylhydroxymethyl)-4(1H)-quinazolinone in 8 ml of N,N-dimethylformamide is stirred while 63.64 mg of lithium methoxide is added followed by 1.87 g of 5-[4'-(bromomethyl)[1,1'biphenyl]-2-yl]-1-(triphenylmethyl)-1H-tetrazole. After stirring for 10 minutes, 251.25 mg of sodium iodide is added followed by heating in an oil bath at 55° C. for 18 hours. The volatiles are evaporated in vacuo to a residue which partitioned between ethyl acetate and water. The orga... Reaction SMILES: [CH2:1]([C:5]1[NH:6][C:7]2[C:12]([C:13](=[O:15])[N:14]=1)=[CH:11][C:10]([CH:16]([C:18]1[O:19][CH:20]=[CH:21][CH:22]=1)[OH:17])=[CH:9][CH:8]=2)[CH2:2][CH2:3][CH3:4].C[O-].[Li+].Br[CH2:27][C:28]1[CH:33]=[CH:32][C:31]([C:34]2[CH:39]=[CH:38][CH:37]=[CH:36][C:35]=2[C:40]2[N:44]([C:45]([C:58]3[CH:63]=[CH:62][CH:61]=[CH:60][CH:59]=3)([C:52]3[CH:57]=[CH:56][CH:55]=[CH:54][CH:53]=3)[C:46]3[CH:51]=[CH:50][CH:49]=[CH:48][CH:47]=3)[N:43]=[N:42][N:41]=2)=[CH:30][CH:29]=1.[I-].[Na+]>CN(C)C=O>[CH2:1]([C:5]1[N:14]([CH2:27][C:28]2[CH:29]=[CH:30][C:31]([C:34]3[CH:39]=[CH:38][CH:37]=[CH:36][C:35]=3[C:40]3[N:44]([C:45]([C:58]4[CH:63]=[CH:62][CH:61]=[CH:60][CH:59]=4)([C:52]4[CH:53]=[CH:54][CH:55]=[CH:56][CH:57]=4)[C:46]4[CH:51]=[CH:50][CH:49]=[CH:48][CH:47]=4)[N:43]=[N:42][N:41]=3)=[CH:32][CH:33]=2)[C:13](=[O:15])[C:12]2[C:7](=[CH:8][CH:9]=[C:10]([CH:16]([C:18]3[O:19][CH:20]=[CH:21][CH:22]=3)[OH:17])[CH:11]=2)[N:6]=1)[CH2:2][CH2:3][CH3:4] |f:1.2,4.5|. Run at temperature 55 celsius, time 10 minute. Product: C(CCC)C1=NC2=CC=C(C=C2C(N1CC1=CC=C(C=C1)C1=C(C=CC=C1)C1=NN=NN1C(C1=CC=CC=C1)(C1=CC=CC=C1)C1=CC=CC=C1)=O)C(O)C=1OC=CC1 (2-Butyl-6-(2-furanylhydroxymethyl)-3-[2'-[1-(triphenylmethyl)-1H-tetrazol-5-yl][1,1'biphenyl]-4-yl]methyl-4(3H)-quinazolinone). Starting materials: C(CCC)C=1NC2=CC=C(C=C2C(N1)=O)C(O)C=1OC=CC1 (2-butyl-6-(2-furanylhydroxymethyl)-4(1H)-quinazolinone), C[O-].[Li+] (lithium methoxide), [I-].[Na+] (sodium iodide), BrCC1=CC=C(C=C1)C1=C(C=CC=C1)C1=NN=NN1C(C1=CC=CC=C1)(C1=CC=CC=C1)C1=CC=CC=C1 (5-[4'-(bromomethyl)[1,1'biphenyl]-2-yl]-1-(triphenylmethyl)-1H-tetrazole).